From a dataset of the Open Reaction Database (ORD), a public repository of structured organic reaction records. describe an organic reaction: reactants, conditions, products, and yield Starting materials: Cc1cc(Br)ccc1F, CS(C)=O, [Cu]I, [K+], [K+], [K+], Nc1ncccc1-c1ccc(O)cc1, O=C(O)c1ccccn1, O=P([O-])([O-])[O-]. Product: Cc1cc(Oc2ccc(-c3cccnc3N)cc2)ccc1F. RXN SMILES: [Br:32][c:33]1[cH:34][c:35]([CH3:40])[c:36]([F:39])[cH:37][cH:38]1.[CH3:43][S:44]([CH3:45])=[O:46].[Cu:41][I:42].[K+:29].[K+:30].[K+:31].[NH2:10][c:11]1[n:12][cH:13][cH:14][cH:15][c:16]1-[c:17]1[cH:18][cH:19][c:20]([OH:23])[cH:21][cH:22]1.[OH:1][C:2]([c:3]1[n:4][cH:5][cH:6][cH:7][cH:8]1)=[O:9].[P:24]([O-:25])([O-:26])([O-:27])=[O:28]>>[NH2:10][c:11]1[n:12][cH:13][cH:14][cH:15][c:16]1-[c:17]1[cH:18][cH:19][c:20]([O:23][c:33]2[cH:34][c:35]([CH3:40])[c:36]([F:39])[cH:37][cH:38]2)[cH:21][cH:22]1. The reactants are COc1cc(N=C=O)cc(OC)c1, ClCCl, NC(CO)CCN1CC(Oc2ccc(Cl)cc2)C1. Yields the product COc1cc(NC(=O)NC(CO)CCN2CC(Oc3ccc(Cl)cc3)C2)cc(OC)c1. As a reaction SMILES: [CH3:19][O:20][c:21]1[cH:22][c:23]([N:29]=[C:30]=[O:31])[cH:24][c:25]([O:27][CH3:28])[cH:26]1.[Cl:32][CH2:33][Cl:34].[NH2:1][CH:2]([CH2:3][OH:4])[CH2:5][CH2:6][N:7]1[CH2:8][CH:9]([O:11][c:12]2[cH:13][cH:14][c:15]([Cl:18])[cH:16][cH:17]2)[CH2:10]1>>[NH:1]([CH:2]([CH2:3][OH:4])[CH2:5][CH2:6][N:7]1[CH2:8][CH:9]([O:11][c:12]2[cH:13][cH:14][c:15]([Cl:18])[cH:16][cH:17]2)[CH2:10]1)[C:30]([NH:29][c:23]1[cH:22][c:21]([O:20][CH3:19])[cH:26][c:25]([O:27][CH3:28])[cH:24]1)=[O:31]. Starting materials: 30, NC1=CC(=C(C=C1)C(C)=O)OC (1-(4-amino-2-methoxyphenyl)ethanone), Cl (hydrochloric acid), 30, Cl (hydrochloric acid), 17.25, N(=O)[O-].[Na+] (sodium nitrite). Reagents/catalysts: [Cu]Cl (copper (I) chloride). Solvent: C(C)(=O)O (acetic acid), O (water), O (water). Conditions: temperature 60 celsius. Yields the product 28, ClC1=CC(=C(C=C1)C(C)=O)OC (1-(4-chloro-2-methoxyphenyl)ethanone). The yield is 76.0%. As a reaction SMILES: N[C:2]1[CH:7]=[CH:6][C:5]([C:8](=[O:10])[CH3:9])=[C:4]([O:11][CH3:12])[CH:3]=1.[ClH:13].N([O-])=O.[Na+]>[Cu]Cl.O.C(O)(=O)C>[Cl:13][C:2]1[CH:7]=[CH:6][C:5]([C:8](=[O:10])[CH3:9])=[C:4]([O:11][CH3:12])[CH:3]=1 |f:2.3|. Reported procedure: A stirred and cooled (0° C.) solution of 30 parts of 1-(4-amino-2-methoxyphenyl)ethanone in 360 parts of a concentrated hydrochloric acid solution, 75 parts of water and 30 parts of acetic acid is diazotated with a solution of 17.25 parts of sodium nitrite in 200 parts of water. After stirring for 30 minutes at 0° C., the whole is poured onto a solution of 30 parts of copper (I) chloride in 240 parts of a concentrated hydrochloric acid solution while stirring. The mixture is heated for 1 hour at... The reactants are Cl (hydrogen chloride), O(C1=CC=CC=C1)C=1C=C(C=CC1)C(C=C)O (1-(3-Phenoxyphenyl)prop-2-en-1-ol), O (Water). Solvent: C(C)OCC (diethyl ether). Reaction conditions: time 2 hour. The product is O(C1=CC=CC=C1)C=1C=C(C=CC1)/C=C/CCl (E-3-(3-phenoxyphenyl)-1-chloroprop-2-ene). RXN SMILES: [O:1]([C:8]1[CH:9]=[C:10]([CH:14](O)[CH:15]=[CH2:16])[CH:11]=[CH:12][CH:13]=1)[C:2]1[CH:7]=[CH:6][CH:5]=[CH:4][CH:3]=1.[ClH:18].O>C(OCC)C>[O:1]([C:8]1[CH:9]=[C:10](/[CH:14]=[CH:15]/[CH2:16][Cl:18])[CH:11]=[CH:12][CH:13]=1)[C:2]1[CH:7]=[CH:6][CH:5]=[CH:4][CH:3]=1. Reported procedure: 1-(3-Phenoxyphenyl)prop-2-en-1-ol (0.05 g) was dissolved in diethyl ether (2 cm3) which had been previously saturated with hydrogen chloride gas, and the solution was stirred at the ambient temperature for 2 hours. Water was added to the mixture and the products extracted into further diethyl ether. The combined ethereal layers were dried over anhydrous magnesium sulphate and the solvent evaporated under reduced pressure. The residual oil was purified by column chromatography on a silica gel sup... Yields the product N[C@H](C(=O)N(C)C)C(C)C ((2S)-2-amino-N,N,3-trimethyl butanamide). Reaction conditions: time 2 hour. Procedure: A suspension of 2.04 g of the compound obtained in Step 82-1 and 0.3 g of 10% palladium-carbon in EtOH (20 ml) was stirred at room temperature for two hours under hydrogen atmosphere. The insoluble matter was separated by filtration and the filtrate was concentrated to obtain 1.05 g of the title compound (pale yellow oil). Reactants: C(C1=CC=CC=C1)OC(N[C@@H](C(C)C)C(=O)N(C)C)=O (benzyl{(1S)-1-[(dimethylamino)carbonyl]-2-methyl propyl}carbamate). Run in CCO (EtOH). The reagents and catalysts are [C].[Pd] (palladium-carbon). RXN SMILES: C(OC(=O)[NH:10][C@H:11]([C:15]([N:17]([CH3:19])[CH3:18])=[O:16])[CH:12]([CH3:14])[CH3:13])C1C=CC=CC=1>CCO.[C].[Pd]>[NH2:10][C@@H:11]([CH:12]([CH3:14])[CH3:13])[C:15]([N:17]([CH3:19])[CH3:18])=[O:16] |f:2.3|. Isolated yield 99.3%. Reactants: C(#N)CP(OCC)(OCC)=O (Diethyl cyanomethylphosphonate), CC(C)(C)[O-].[K+] (Potassium 2-methylpropan-2-olate), O=C1CN(CC1)C(=O)OC(C)(C)C (tert-Butyl 3-oxopyrrolidine-1-carboxylate). Run in C1CCOC1 (THF), C1CCOC1 (THF). Reaction conditions: temperature 0 celsius, time 10 minute. Yields the product C(#N)C=C1CN(CC1)C(=O)OC(C)(C)C (tert-butyl 3-(cyanomethylene)pyrrolidine-1-carboxylate). Isolated yield 44.5%. As a reaction SMILES: [C:1]([CH2:3]P(=O)(OCC)OCC)#[N:2].CC([O-])(C)C.[K+].O=[C:19]1[CH2:23][CH2:22][N:21]([C:24]([O:26][C:27]([CH3:30])([CH3:29])[CH3:28])=[O:25])[CH2:20]1>C1COCC1>[C:1]([CH:3]=[C:19]1[CH2:23][CH2:22][N:21]([C:24]([O:26][C:27]([CH3:30])([CH3:29])[CH3:28])=[O:25])[CH2:20]1)#[N:2] |f:1.2|. Reported procedure: Diethyl cyanomethylphosphonate (4.247 mL, 26.99 mmol) was suspended in THF (135.0 mL) and cooled to 0° C. Potassium 2-methylpropan-2-olate (32.39 mL, 32.39 mmol) was added portion-wise and stirred at 0° C. for 10 minutes. tert-Butyl 3-oxopyrrolidine-1-carboxylate (5 g, 26.99 mmol) was added dropwise as a solution in THF (25 mL). The resulting mixture was allowed to warm to ambient temperature overnight. The reaction mixture was concentrated under reduced pressure and the residue partitioned betw...